From a dataset of the Open Reaction Database (ORD), a public repository of structured organic reaction records. describe an organic reaction: reactants, conditions, products, and yield Starting materials: CC1(OC2=C(C=C1)C=C(C=C2)[N+](=O)[O-])C (2,2-dimethyl 6-nitro 2H-1-benzopyran), O (water), O.NN (hydrazine monohydrate). Reagents/catalysts: [Pt] (Pt—C). Run in C(C)O (ethanol). Run at temperature 35 celsius, time 30 minute. The product is crude product, NC=1C=CC2=C(C=CC(O2)(C)C)C1 (6-amino 2,2-dimethyl 2H-1-benzopyran). As a reaction SMILES: [CH3:1][C:2]1([CH3:15])[CH:7]=[CH:6][C:5]2[CH:8]=[C:9]([N+:12]([O-])=O)[CH:10]=[CH:11][C:4]=2[O:3]1.O.NN.O>C(O)C.[Pt]>[NH2:12][C:9]1[CH:10]=[CH:11][C:4]2[O:3][C:2]([CH3:1])([CH3:15])[CH:7]=[CH:6][C:5]=2[CH:8]=1 |f:1.2|. Reported procedure: Ten grams (10 g, 48.7 mmol) of 2,2-dimethyl 6-nitro 2H-1-benzopyran (3) was dissolved in 60.0 g of ethanol under heating. After cooling to 35° C., 0.6 g of 2% Pt—C (50% water-containing product) was added thereto, and 5.85 g (117.0 mmol) of hydrazine monohydrate (98% product) was added dropwise (dropwise adding was continued for 30 minutes) while controlling internal temperature to 40° C. or less. After completion of dropwise adding, reaction was carried out at a temperature of 40 to 45° C. for ... Reactants: BrC1=C(C(=O)O)C=C(C=C1)OC (2-bromo-5-methoxybenzoic acid), C(CCC)[Li] (n-butyllithium), FC1=CC=C(C(=O)N(C)OC)C=C1 (4-fluoro-N-methoxy-N-methylbenzamide). The product is FC1=CC=C(C(=O)C2=C(C(=O)O)C=C(C=C2)OC)C=C1 (2-(4-fluorobenzoyl)-5-methoxybenzoic acid). RXN SMILES: Br[C:2]1[CH:10]=[CH:9][C:8]([O:11][CH3:12])=[CH:7][C:3]=1[C:4]([OH:6])=[O:5].C([Li])CCC.[F:18][C:19]1[CH:30]=[CH:29][C:22]([C:23](N(OC)C)=[O:24])=[CH:21][CH:20]=1>>[F:18][C:19]1[CH:30]=[CH:29][C:22]([C:23]([C:2]2[CH:10]=[CH:9][C:8]([O:11][CH3:12])=[CH:7][C:3]=2[C:4]([OH:6])=[O:5])=[O:24])=[CH:21][CH:20]=1. Procedure details: This compound is synthesized according to the method described in 3.2. by reacting 2-bromo-5-methoxybenzoic acid pretreated with n-butyllithium with 4-fluoro-N-methoxy-N-methylbenzamide. It is used in crude form in the following reaction. Starting materials: O (water), NC1=C(C=CC=C1)O (2-aminophenol), BrCCBr (1,2-dibromoethane), C(=O)([O-])[O-].[K+].[K+] (K2CO3). The solvent is C1CCOC1 (THF). Conditions: temperature 100 celsius. The product is O1C2=C(NCC1)C=CC=C2 (3,4-dihydro-2H-benzo[b][1,4]oxazine). The yield is 32.3%. Reaction SMILES: [NH2:1][C:2]1[CH:7]=[CH:6][CH:5]=[CH:4][C:3]=1[OH:8].Br[CH2:10][CH2:11]Br.C([O-])([O-])=O.[K+].[K+].O>C1COCC1>[O:8]1[CH2:11][CH2:10][NH:1][C:2]2[CH:7]=[CH:6][CH:5]=[CH:4][C:3]1=2 |f:2.3.4|. Procedure details: A mixture of 2-aminophenol (5 g, 45.87 mmol), 1,2-dibromoethane (4.3 g, 22.93 mmol), and K2CO3 (15.8 g, 114.67 mmol) in THF (30 mL) was heated at 100° C. for 16 h. After completion of reaction, water was added and extracted with EtOAc. The combined organic layers were dried over sodium sulfate and concentrated under reduced pressure. The reaction mixture was purified by column chromatography (using 100-200 mesh size silica, the desired product was eluted at 15% EtOAc in hexane) to obtained 1 g o...